From a dataset of the Open Reaction Database (ORD), a public repository of structured organic reaction records. describe an organic reaction: reactants, conditions, products, and yield The reactants are CSC1=NC=C(C(=N1)Cl)C1=CC=CC=C1 (2-methylsulphenyl-4-chloro-5-phenyl-pyrimidine), CN (methylamine), C(Cl)Cl.CO (methylene chloride methanol). Solvent: C(C)O (ethanol). The product is CSC1=NC=C(C(=N1)NC)C1=CC=CC=C1 (2-methylsulphenyl-4-methylamino-5-phenyl-pyrimidine). Reaction SMILES: [CH3:1][S:2][C:3]1[N:8]=[C:7](Cl)[C:6]([C:10]2[CH:15]=[CH:14][CH:13]=[CH:12][CH:11]=2)=[CH:5][N:4]=1.[CH3:16][NH2:17].C(Cl)Cl.CO>C(O)C>[CH3:1][S:2][C:3]1[N:8]=[C:7]([NH:17][CH3:16])[C:6]([C:10]2[CH:15]=[CH:14][CH:13]=[CH:12][CH:11]=2)=[CH:5][N:4]=1 |f:2.3|. Procedure: Prepared from 2-methylsulphenyl-4-chloro-5-phenyl-pyrimidine by reacting with methylamine in ethanol at 90° C., Rf value: 0.63 (silica gel; methylene chloride/methanol=20:1) Starting materials: COC(NC(C(C)C)C(=O)N1C(CCC1)C=1NC(=CN1)C1=CC2=CC=C(C=C2C=C1)Br)=O ((1-{2-[5-(6-Bromo-naphthalen-2-yl)-1H-imidazol-2-yl]-pyrrolidine-1-carbonyl}-2-methyl-propyl)-carbamic acid methyl ester), C(C)(C)(C)OC(=O)N1C(CCC1)C=1NC(=CN1)C1=CC2=CC=C(C=C2C=C1)C1=CC=C(C=C1)C=1NC(=NC1)C1N(C2CCC1C2)C(C(C(C)C)NC(=O)OC)=O (2-{5-[6-(4-{2-[2-(2-Methoxycarbonylamino-3-methyl-butyryl)-2-aza-bicyclo[2.2.1]hept-3-yl]-3H-imidazol-4-yl}-phenyl)-naphthalen-2-yl]-1H-imidazol-2-yl}-pyrrolidine-1-carboxylic acid tert-butyl ester). Product: COC(NC(C(C)C)C(=O)N1C(CCC1)C=1NC(=CN1)C1=CC2=CC=C(C=C2C=C1)C1=CC=C(C=C1)C=1NC(=NC1)C1N(C2CCC1C2)C(C(C(C)C)NC(=O)OC)=O)=O ([1-(2-{5-[6-(4-{2-[2-(2-Methoxycarbonylamino-3-methyl-butyryl)-2-aza-bicyclo[2.2.1]hept-3-yl]-3H-imidazol-4-yl}-phenyl)-naphthalen-2-yl]-1H-imidazol-2-yl}-pyrrolidine-1-carbonyl)-2-methyl-propyl]-carbamic acid methyl ester). Isolated yield 24.0%. As a reaction SMILES: [CH3:1][O:2][C:3](=[O:32])[NH:4][CH:5]([C:9]([N:11]1[CH2:15][CH2:14][CH2:13][CH:12]1[C:16]1[NH:17][C:18]([C:21]2[CH:30]=[CH:29][C:28]3[C:23](=[CH:24][CH:25]=[C:26](Br)[CH:27]=3)[CH:22]=2)=[CH:19][N:20]=1)=[O:10])[CH:6]([CH3:8])[CH3:7].C(OC(N1CCCC1C1NC(C2C=CC3C(=CC=C([C:60]4[CH:65]=[CH:64][C:63]([C:66]5[NH:67][C:68]([CH:71]6[CH:76]7[CH2:77][CH:73]([CH2:74][CH2:75]7)[N:72]6[C:78](=[O:88])[CH:79]([NH:83][C:84]([O:86][CH3:87])=[O:85])[CH:80]([CH3:82])[CH3:81])=[N:69][CH:70]=5)=[CH:62][CH:61]=4)C=3)C=2)=CN=1)=O)(C)(C)C>>[CH3:1][O:2][C:3](=[O:32])[NH:4][CH:5]([C:9]([N:11]1[CH2:15][CH2:14][CH2:13][CH:12]1[C:16]1[NH:17][C:18]([C:21]2[CH:30]=[CH:29][C:28]3[C:23](=[CH:24][CH:25]=[C:26]([C:60]4[CH:61]=[CH:62][C:63]([C:66]5[NH:67][C:68]([CH:71]6[CH:76]7[CH2:77][CH:73]([CH2:74][CH2:75]7)[N:72]6[C:78](=[O:88])[CH:79]([NH:83][C:84]([O:86][CH3:87])=[O:85])[CH:80]([CH3:82])[CH3:81])=[N:69][CH:70]=5)=[CH:64][CH:65]=4)[CH:27]=3)[CH:22]=2)=[CH:19][N:20]=1)=[O:10])[CH:6]([CH3:8])[CH3:7]. Procedure: This compound was synthesized using the procedure used to make (1-{2-[5-(6-Bromo-naphthalen-2-yl)-1H-imidazol-2-yl]-pyrrolidine-1-carbonyl}-2-methyl-propyl)-carbamic acid methyl ester using 2-{5-[6-(4-{2-[2-(2-Methoxycarbonylamino-3-methyl-butyryl)-2-aza-bicyclo[2.2.1]hept-3-yl]-3H-imidazol-4-yl}-phenyl)-naphthalen-2-yl]-1H-imidazol-2-yl}-pyrrolidine-1-carboxylic acid tert-butyl ester (0.154 g, 0.203 mmol) giving the title compound (0.041 g, 24% yield) as a white solid. LCMS-ESI+: calc'd for C46... Starting materials: C(C)(=O)N1CCC(CC1)C1CNC2=CC=C(C=C12)[N+](=O)[O-] (3-(1-acetyl-4-piperidyl)-5-nitroindoline). The reagents and catalysts are [O-2].[O-2].[Mn+4] (manganese dioxide). Run in [N+](=O)([O-])C1=CC=CC=C1 (nitrobenzene). Run at temperature 150 celsius. Product: C(C)(=O)N1CCC(CC1)C1=CNC2=CC=C(C=C12)[N+](=O)[O-] (3-(1-acetyl-4-piperidyl)-5-nitroindole). The yield is 47.0%. As a reaction SMILES: [C:1]([N:4]1[CH2:9][CH2:8][CH:7]([CH:10]2[C:18]3[C:13](=[CH:14][CH:15]=[C:16]([N+:19]([O-:21])=[O:20])[CH:17]=3)[NH:12][CH2:11]2)[CH2:6][CH2:5]1)(=[O:3])[CH3:2]>[O-2].[O-2].[Mn+4].[N+](C1C=CC=CC=1)([O-])=O>[C:1]([N:4]1[CH2:9][CH2:8][CH:7]([C:10]2[C:18]3[C:13](=[CH:14][CH:15]=[C:16]([N+:19]([O-:21])=[O:20])[CH:17]=3)[NH:12][CH:11]=2)[CH2:6][CH2:5]1)(=[O:3])[CH3:2] |f:1.2.3|. Reported procedure: A mixture of 3-(1-acetyl-4-piperidyl)-5-nitroindoline (10.0 g), manganese dioxide (17 g) and nitrobenzene (100 ml) was heated at 150° C. for 1 hour, with nitrogen gas being bubbled into the reaction mixture. The reaction mixture was cooled and the insoluble material was filtered off. The residue was washed with a mixture of chloroform and methanol (10:1 V/V) and the washings and the filtrate were combined and concentrated. The residue was dissolved in a mixture of chloroform and methanol (400 ml... The reactants are COC1=C(C=CC=C1)C1=NC2=CC=CC=C2C(N1)=O (2-(2′-Methoxyphenyl)-4-quinazolinone), NC1=C(C(=O)N)C=C(C=C1)N1CCCC1 (2-Amino-5-pyrrolidinylbenzamide), COC=1C=C(C=O)C=CC1 (3-methoxybenzaldehyde). Yields the product COC=1C=C(C=CC1)C1=NC2=CC=C(C=C2C(N1)=O)N1CCCC1 (2-(3′-Methoxyphenyl)-6-(pyrrolidinyl)-4-quinazolinone). Yield: 38.1%. As a reaction SMILES: COC1C=CC=CC=1C1NC(=O)C2C(=CC=CC=2)N=1.[NH2:20][C:21]1[CH:29]=[CH:28][C:27]([N:30]2[CH2:34][CH2:33][CH2:32][CH2:31]2)=[CH:26][C:22]=1[C:23]([NH2:25])=[O:24].[CH3:35][O:36][C:37]1[CH:38]=[C:39]([CH:42]=[CH:43][CH:44]=1)[CH:40]=O>>[CH3:35][O:36][C:37]1[CH:38]=[C:39]([C:40]2[NH:25][C:23](=[O:24])[C:22]3[C:21](=[CH:29][CH:28]=[C:27]([N:30]4[CH2:34][CH2:33][CH2:32][CH2:31]4)[CH:26]=3)[N:20]=2)[CH:42]=[CH:43][CH:44]=1. Procedure details: According to the preparation of 42, 26 (1.0 g, 4.9 mmol) and 3-methoxybenzaldehyde (34) (0.7 g, 4.9 mmol) were used to afford 56 (0.6 g, 40.0%) as pale yellow prism crystals. Reactants: BrCc1ccccc1, O=C([O-])[O-], CC(C)=O, [K+], [K+], CC(C)(C)OC(=O)NCCc1ccc(O)cc1. Yields the product CC(C)(C)OC(=O)NCCc1ccc(OCc2ccccc2)cc1. RXN SMILES: [Br:7][CH2:8][c:9]1[cH:10][cH:11][cH:12][cH:13][cH:14]1.[C:1](=[O:2])([O-:3])[O-:4].[CH3:32][C:33](=[O:34])[CH3:35].[K+:5].[K+:6].[OH:15][c:16]1[cH:17][cH:18][c:19]([CH2:22][CH2:23][NH:24][C:25]([O:26][C:27]([CH3:28])([CH3:29])[CH3:30])=[O:31])[cH:20][cH:21]1>>[CH2:8]([c:9]1[cH:10][cH:11][cH:12][cH:13][cH:14]1)[O:15][c:16]1[cH:17][cH:18][c:19]([CH2:22][CH2:23][NH:24][C:25]([O:26][C:27]([CH3:28])([CH3:29])[CH3:30])=[O:31])[cH:20][cH:21]1. Starting materials: NC1=C(C=C(C(=O)N(CCC(C)C)CCC(C)C)C=C1)NCCCN1CCCCC1 (4-amino-N,N-bis(3-methylbutyl)-3-[(3-piperidin-1-ylpropyl)amino]benzamide), ClCCl (dichloromethane), C(O)([O-])=O.[Na+] (sodium hydrogen carbonate), CN(C)C(=[N+](C)C)ON1C2=C(C=CC=C2)N=N1.[B-](F)(F)(F)F (TBTU), C(C)(C)N(CC)C(C)C (diisopropylethylamine), acid. Run in CN(C)C=O (DMF), C(C)(=O)O (acetic acid), C(C)(=O)OCC (ethyl acetate), CN(C)C=O (DMF). Reaction conditions: time 30 minute. Yields the product Cl.CNC(CCC1=NC2=C(N1CCCN1CCCCC1)C=C(C=C2)C(=O)N(CCC(C)C)CCC(C)C)=O (2-[3-(methylamino)-3-oxopropyl]-N,N-bis(3-methylbutyl)-1-(3-piperidin-1-ylpropyl)-1H-benzimidazole-6-carboxamide hydrochloride). As a reaction SMILES: CN(C(ON1N=N[C:11]2C=CC=C[C:10]1=2)=[N+](C)C)C.[B-](F)(F)(F)F.C([N:26]([CH:29](C)C)[CH2:27][CH3:28])(C)C.[NH2:32][C:33]1[CH:51]=[CH:50][C:36]([C:37]([N:39]([CH2:45][CH2:46][CH:47]([CH3:49])[CH3:48])[CH2:40][CH2:41][CH:42]([CH3:44])[CH3:43])=[O:38])=[CH:35][C:34]=1[NH:52][CH2:53][CH2:54][CH2:55][N:56]1[CH2:61][CH2:60][CH2:59][CH2:58][CH2:57]1.C(=O)([O-])[OH:63].[Na+].[Cl:67]CCl>CN(C=O)C.C(OCC)(=O)C.C(O)(=O)C>[ClH:67].[CH3:29][NH:26][C:27](=[O:63])[CH2:28][CH2:10][C:11]1[N:52]([CH2:53][CH2:54][CH2:55][N:56]2[CH2:61][CH2:60][CH2:59][CH2:58][CH2:57]2)[C:34]2[CH:35]=[C:36]([C:37]([N:39]([CH2:45][CH2:46][CH:47]([CH3:48])[CH3:49])[CH2:40][CH2:41][CH:42]([CH3:43])[CH3:44])=[O:38])[CH:50]=[CH:51][C:33]=2[N:32]=1 |f:0.1,4.5,10.11|. Procedure details: TBTU (67 mg, 1 eq) and diisopropylethylamine (70 μL, 2 eq) are successively added to a solution of N-methylsuccinimic acid (26 mg, 1 eq) in DMF (1 ml). After stirring for 30 minutes at ambient temperature, a solution of 4-amino-N,N-bis(3-methylbutyl)-3-[(3-piperidin-1-ylpropyl)amino]benzamide (66 mg) in DMF (1 ml) is added to the mixture. The mixture is stirred for 15 hours at a temperature of approximately 20° C. then diluted in ethyl acetate (10 ml) and a saturated aqueous solution of sodium h... The reactants are C(C)OC(/C=C/C(=O)OCC)OCC (ethyl 4,4-diethoxycrotonate), [Na] (sodium), C(CS)(=O)OCC (ethyl thioglycolate). Run in C(C)O (ethanol). Yields the product C(C)OC(C1SCC(C1C(=O)OCC)=O)OCC (ethyl 2-diethoxymethyl-4-oxo-tetrahydrothiophene-3-carboxylate). RXN SMILES: [CH2:1]([O:3][CH:4]([O:12][CH2:13][CH3:14])/[CH:5]=[CH:6]/[C:7]([O:9][CH2:10][CH3:11])=[O:8])[CH3:2].[Na].[C:16](OCC)(=[O:19])[CH2:17][SH:18]>C(O)C>[CH2:13]([O:12][CH:4]([O:3][CH2:1][CH3:2])[CH:5]1[CH:6]([C:7]([O:9][CH2:10][CH3:11])=[O:8])[C:16](=[O:19])[CH2:17][S:18]1)[CH3:14] |^1:14|. Reported procedure: The starting material is prepared as follows: 8.65 g of ethyl 4,4-diethoxycrotonate are added at once at 0° to the mixture prepared from 1 g of pulverized sodium, 40 ml of ethanol and 4.94 ml of ethyl thioglycolate, evaporating the mixture after stirring it at room temperature and adding 43 ml of dimethylsulfoxide and 20 ml of dimethylformamide. The mixture is stirred at 0° for 1/2 hour and at room temperature for 2 hours, poored into cold water and extracted with diethyl ether. The aqueous laye...